From a dataset of the Open Reaction Database (ORD), a public repository of structured organic reaction records. describe an organic reaction: reactants, conditions, products, and yield Reactants: Cl (hydrochloric acid), [Cl-].[Al+3].[Cl-].[Cl-] (aluminum chloride), C(C1=CC=C(C(=O)Cl)C=C1)(=O)Cl (terephthaloyl chloride), FC1=CC=CC=C1 (fluorobenzene). Solvent: ice. Conditions: time 1 hour. Yields the product FC1=CC=C(C(=O)C2=CC=C(C=C2)C(C2=CC=C(C=C2)F)=O)C=C1 (1,4-bis(4-fluorobenzoyl)-benzene). Yield: 87.7%. As a reaction SMILES: [Cl-].[Al+3].[Cl-].[Cl-].[C:5](Cl)(=[O:15])[C:6]1[CH:14]=[CH:13][C:9]([C:10](Cl)=[O:11])=[CH:8][CH:7]=1.[F:17][C:18]1[CH:23]=[CH:22][CH:21]=[CH:20][CH:19]=1.Cl>>[F:17][C:18]1[CH:23]=[CH:22][C:21]([C:5]([C:6]2[CH:14]=[CH:13][C:9]([C:10](=[O:11])[C:21]3[CH:22]=[CH:23][C:18]([F:17])=[CH:19][CH:20]=3)=[CH:8][CH:7]=2)=[O:15])=[CH:20][CH:19]=1 |f:0.1.2.3|. Procedure details: Anhydrous aluminum chloride (80.0 g, 0.60 mol) was added to a stirred solution of terephthaloyl chloride (50.8 g, 0.25 mol) dissolved in fluorobenzene (235 ml, 2.5 mol) over a 10-15 minute period. The mixture was stirred at room temperature for one hour and then maintained at 70°-80° C. for four hours. After cooling, the reaction mixture was poured onto approximately 1000 g of ice containing 100 ml of concentrated hydrochloric acid. The resulting suspension was separated by decantation and washe... Reactants: S(=O)(Cl)Cl (thionyl chloride), C1(=CC=CC=C1)NC(NC1=CC=C(CO)C=C1)=O (4-(3-phenylureido)benzyl alcohol). Solvent: ClCCl (dichloromethane). Reaction conditions: temperature 40 celsius, time 1 hour. Yields the product C1(=CC=CC=C1)NC(NC1=CC=C(CCl)C=C1)=O (4-(3-Phenylureido)benzyl chloride). Reaction SMILES: S(Cl)([Cl:3])=O.[C:5]1([NH:11][C:12](=[O:22])[NH:13][C:14]2[CH:21]=[CH:20][C:17]([CH2:18]O)=[CH:16][CH:15]=2)[CH:10]=[CH:9][CH:8]=[CH:7][CH:6]=1>ClCCl>[C:5]1([NH:11][C:12](=[O:22])[NH:13][C:14]2[CH:21]=[CH:20][C:17]([CH2:18][Cl:3])=[CH:16][CH:15]=2)[CH:10]=[CH:9][CH:8]=[CH:7][CH:6]=1. Reported procedure: 42 g (354 mmol) of thionyl chloride were added dropwise at 30° C. to a suspension of 42.8 g (177 mmol) of 4-(3-phenylureido)benzyl alcohol in 500 ml of dichloromethane. The mixture was subsequently stirred at 40° C. for 1 hour. After completion of the evolution of gas, the mixture was allowed to cool to room temperature. The precipitated product was filtered off with suction and washed with dichloromethane. Yield: 44.26 g (96%).